describe an organic reaction: reactants, conditions, products, and yield From a dataset of the Open Reaction Database (ORD), a public repository of structured organic reaction records. Procedure: A mixture of ethyl 6-(4-chlorophenyl)-4-oxo-4H-pyran-2-carboxylate (3.9 g) and concentrated hydrochloric acid (40 ml) was heated under reflux for 2 hours. The reactant dissolved on warming and a solid began to precipitate. Water (40 ml) was added to the cooled mixture and the resulting buff solid yielded the title product as off-white needles (mp 241°-246° C. with decomposition). Reaction SMILES: Cl[C:2]1[CH:7]=[CH:6][C:5]([C:8]2[O:13][C:12]([C:14]([O:16]CC)=[O:15])=[CH:11][C:10](=[O:19])[CH:9]=2)=[CH:4][CH:3]=1.[ClH:20]>>[Cl:20][C:6]1[CH:7]=[CH:2][CH:3]=[CH:4][C:5]=1[C:8]1[O:13][C:12]([C:14]([OH:16])=[O:15])=[CH:11][C:10](=[O:19])[CH:9]=1. Product: ClC1=C(C=CC=C1)C1=CC(C=C(O1)C(=O)O)=O (6-(2-Chlorophenyl)-4-oxo-4H-pyran-2-carboxylic acid). The reactants are ClC1=CC=C(C=C1)C1=CC(C=C(O1)C(=O)OCC)=O (ethyl 6-(4-chlorophenyl)-4-oxo-4H-pyran-2-carboxylate), Cl (hydrochloric acid).